This data is from the Open Reaction Database (ORD), a public repository of structured organic reaction records. The task is: describe an organic reaction: reactants, conditions, products, and yield Starting materials: CC(C)N1CCC(Oc2cc3cc(C(=O)N4CCS(=O)(=O)CC4)n(CCO[Si](C)(C)C(C)(C)C)c3cc2Br)CC1, ClCCl, O=C(O)C(F)(F)F. The product is CC(C)N1CCC(Oc2cc3cc(C(=O)N4CCS(=O)(=O)CC4)n(CCO)c3cc2Br)CC1. Reaction SMILES: [Br:1][c:2]1[c:3]([O:31][CH:32]2[CH2:33][CH2:34][N:35]([CH:38]([CH3:39])[CH3:40])[CH2:36][CH2:37]2)[cH:4][c:5]2[cH:6][c:7]([C:21](=[O:22])[N:23]3[CH2:24][CH2:25][S:26](=[O:29])(=[O:30])[CH2:27][CH2:28]3)[n:8]([CH2:11][CH2:12][O:13][Si:14]([C:15]([CH3:16])([CH3:17])[CH3:18])([CH3:19])[CH3:20])[c:9]2[cH:10]1.[Cl:48][CH2:49][Cl:50].[OH:41][C:42]([C:43]([F:44])([F:45])[F:46])=[O:47]>>[Br:1][c:2]1[c:3]([O:31][CH:32]2[CH2:33][CH2:34][N:35]([CH:38]([CH3:39])[CH3:40])[CH2:36][CH2:37]2)[cH:4][c:5]2[cH:6][c:7]([C:21](=[O:22])[N:23]3[CH2:24][CH2:25][S:26](=[O:29])(=[O:30])[CH2:27][CH2:28]3)[n:8]([CH2:11][CH2:12][OH:13])[c:9]2[cH:10]1. The reactants are C(C=C)Br (allyl bromide), FC1=CC(=CC2=C1OCCN2)B2OC(C(O2)(C)C)(C)C (8-fluoro-6-(4,4,5,5-tetramethyl-1,3,2-dioxaborolan-2-yl)-3,4-dihydro-2H-benzo[b][1,4]oxazine), C(=O)([O-])[O-].[K+].[K+] (K2CO3), N#N (N2). The solvent is CN(C)C=O (DMF), O (water). Run at temperature 70 celsius. The product is C(C=C)N1C2=C(OCC1)C(=CC(=C2)B2OC(C(O2)(C)C)(C)C)F (4-Allyl-8-fluoro-6-(4,4,5,5-tetramethyl-1,3,2-dioxaborolan-2-yl)-3,4-dihydro-2H-benzo[b][1,4]oxazine). Yield: 76.9%. RXN SMILES: [F:1][C:2]1[C:7]2[O:8][CH2:9][CH2:10][NH:11][C:6]=2[CH:5]=[C:4]([B:12]2[O:16][C:15]([CH3:18])([CH3:17])[C:14]([CH3:20])([CH3:19])[O:13]2)[CH:3]=1.C([O-])([O-])=O.[K+].[K+].N#N.[CH2:29](Br)[CH:30]=[CH2:31]>CN(C=O)C.O>[CH2:31]([N:11]1[CH2:10][CH2:9][O:8][C:7]2[C:2]([F:1])=[CH:3][C:4]([B:12]3[O:16][C:15]([CH3:18])([CH3:17])[C:14]([CH3:20])([CH3:19])[O:13]3)=[CH:5][C:6]1=2)[CH:30]=[CH2:29] |f:1.2.3|. Procedure details: A solution of 8-fluoro-6-(4,4,5,5-tetramethyl-1,3,2-dioxaborolan-2-yl)-3,4-dihydro-2H-benzo[b][1,4]oxazine (0.507 g, 1.613 mmol, Ref. WO20100130034) and K2CO3 (0.512 g, 3.70 mmol) in dry DMF (5 mL) was sparged with N2 for 5 min, then treated with allyl bromide (0.8 mL, 9.17 mmol). The reaction tube was sealed and then heated (70° C.) for 22 h. The reaction was cooled then diluted with water (50 mL) and extracted into EtOAc (50 mL). The organic layer was then washed with water, brine, dried (Na2S... The reactants are C([O-])([O-])=O.[Cs+].[Cs+] (cesium carbonate), N1=CC=CC2=CC=C3C=CC=NC3=C12 (1,10-phenanthrolin), C(C)(C)C1=CC=C(C=C1)CO ((4-isopropylphenyl)methanol), BrC=1C(=NC=CC1)N (3-bromopyridin-2-amine). Reagents/catalysts: [Cu]I (copper (I) iodide). Solvent: [Cl-].[Na+].O (brine), C1(=CC=CC=C1)C (toluene). Reaction conditions: temperature 110 celsius, time 8 hour. The product is CC(C)C1=CC=C(COC=2C(=NC=CC2)N)C=C1 (3-{[4-(1-methylethyl)benzyl]oxy}pyridin-2-amine). The yield is 65.7%. As a reaction SMILES: C(=O)([O-])[O-].[Cs+].[Cs+].N1C2C(=CC=C3C=2N=CC=C3)C=CC=1.[CH:21]([C:24]1[CH:29]=[CH:28][C:27]([CH2:30][OH:31])=[CH:26][CH:25]=1)([CH3:23])[CH3:22].Br[C:33]1[C:34]([NH2:39])=[N:35][CH:36]=[CH:37][CH:38]=1>C1(C)C=CC=CC=1.[Cl-].[Na+].O.[Cu]I>[CH3:22][CH:21]([C:24]1[CH:29]=[CH:28][C:27]([CH2:30][O:31][C:33]2[C:34]([NH2:39])=[N:35][CH:36]=[CH:37][CH:38]=2)=[CH:26][CH:25]=1)[CH3:23] |f:0.1.2,7.8.9|. Procedure details: A mixture of cesium carbonate (2.82 g), 1,10-phenanthrolin (0.208 g), (4-isopropylphenyl)methanol (8.68 g), 3-bromopyridin-2-amine (1 g) and copper (I) iodide (0.110 g) in toluene (10 mL) was stirred under a nitrogen atmosphere at 110° C. overnight, and at 130° C. for 5 hr. The reaction mixture was added to saturated brine, and the mixture was extracted with ethyl acetate. The organic layer was washed with saturated brine, dried over anhydrous magnesium sulfate and concentrated under reduced pre... The reactants are ClC1=CC=C(C(=O)N(C2=C(C=CC=C2C)C)CCCC(=O)O)C=C1 (N-(p-chlorobenzoyl)-4-(2,6-dimethylanilino)butyric acid), N[C@@H](CC1=CC=CC=C1)C(=O)OCC (ethyl L-phenylalaninate). Product: ClC1=CC=C(C(=O)N(C2=C(C=CC=C2C)C)CCCC(=O)N[C@@H](CC2=CC=CC=C2)C(=O)OCC)C=C1 (ethyl N-[N-(p-chlorobenzoyl)-4-(2,6-dimethylanilino)butyryl]-L-phenylalaninate). RXN SMILES: [Cl:1][C:2]1[CH:24]=[CH:23][C:5]([C:6]([N:8]([CH2:17][CH2:18][CH2:19][C:20](O)=[O:21])[C:9]2[C:14]([CH3:15])=[CH:13][CH:12]=[CH:11][C:10]=2[CH3:16])=[O:7])=[CH:4][CH:3]=1.[NH2:25][C@H:26]([C:34]([O:36][CH2:37][CH3:38])=[O:35])[CH2:27][C:28]1[CH:33]=[CH:32][CH:31]=[CH:30][CH:29]=1>>[Cl:1][C:2]1[CH:24]=[CH:23][C:5]([C:6]([N:8]([CH2:17][CH2:18][CH2:19][C:20]([NH:25][C@H:26]([C:34]([O:36][CH2:37][CH3:38])=[O:35])[CH2:27][C:28]2[CH:33]=[CH:32][CH:31]=[CH:30][CH:29]=2)=[O:21])[C:9]2[C:10]([CH3:16])=[CH:11][CH:12]=[CH:13][C:14]=2[CH3:15])=[O:7])=[CH:4][CH:3]=1. Procedure details: Analogously to Example 1, by using equivalent quantities, reacting N-(p-chlorobenzoyl)-4-(2,6-dimethylanilino)butyric acid and ethyl L-phenylalaninate and suitable processing produces ethyl N-[N-(p-chlorobenzoyl)-4-(2,6-dimethylanilino)butyryl]-L-phenylalaninate (oil), saponification of which and processing of the reaction product yields N-(p-chlorobenzoyl)-4-(2,6-dimethylanilino)butyryl-L-phenylalanine (M.P. 153° to 155°). The reactants are CN(C)CCCl (dimethylaminoethyl chloride), C(#N)CC1=CC=C(C(=O)OC)C=C1 (4-cyanomethylbenzoic acid, methyl ester), [H-].[Na+] (sodium hydride). Run in CN(C=O)C (DMF), CN(C=O)C (dimethylformamide), CN(C=O)C (DMF). Reaction conditions: time 1 hour. Yields the product CN(C)CCC(C#N)C1=CC=C(C(=O)OC)C=C1 (4-[3-(N,N-Dimethylamino)-1-cyanopropyl]benzoic acid, methyl ester). Reaction SMILES: [C:1]([CH2:3][C:4]1[CH:13]=[CH:12][C:7]([C:8]([O:10][CH3:11])=[O:9])=[CH:6][CH:5]=1)#[N:2].[H-].[Na+].[CH3:16][N:17]([CH2:19][CH2:20]Cl)[CH3:18]>CN(C)C=O>[CH3:16][N:17]([CH2:19][CH2:20][CH:3]([C:4]1[CH:13]=[CH:12][C:7]([C:8]([O:10][CH3:11])=[O:9])=[CH:6][CH:5]=1)[C:1]#[N:2])[CH3:18] |f:1.2|. Procedure details: A solution of 4-cyanomethylbenzoic acid, methyl ester (28.8 g) in dry dimethylformamide (DMF) (100 ml) was added dropwise to a stirred suspension of sodium hydride (80%, dispersion in oil, 5.4 g) in DMF (50 ml) under nitrogen. The mixture was stirred at 50° for 1 h., then a solution of dimethylaminoethyl chloride (21.3 g) in DMF (50 ml) was added and stirring was continued at 50° for 18 h. Reactants: CCCC1CCC(C(=O)O)CC1, C1CCOC1, [Li]CCCC, CCOC(C)=O, CC(C)NC(C)C, [Cl-]. The product is CCCC1CCC(C(=O)CC(=O)OCC)CC1. Reaction SMILES: [CH2:14]([CH2:15][CH3:16])[CH:17]1[CH2:18][CH2:19][CH:20]([C:23](=[O:24])[OH:25])[CH2:21][CH2:22]1.[CH2:32]1[O:33][CH2:34][CH2:35][CH2:36]1.[CH2:8]([Li:9])[CH2:10][CH2:11][CH3:12].[CH3:26][CH2:27][O:28][C:29]([CH3:30])=[O:31].[CH:1]([NH:2][CH:3]([CH3:4])[CH3:5])([CH3:6])[CH3:7].[Cl-:13]>>[CH2:14]([CH2:15][CH3:16])[CH:17]1[CH2:18][CH2:19][CH:20]([C:23](=[O:25])[CH2:30][C:29]([O:28][CH2:27][CH3:26])=[O:31])[CH2:21][CH2:22]1. Starting materials: C(C)(C)(C)OC(=O)N1CCN(CC1)C1=NC=2N(C(N(C(C2N1C1=C(C=CC=C1)OC)=O)CC(=O)OCC)=O)C (4-[7-(2-Methoxyphenyl)-1-(ethoxycarbonylmethyl)-3-methyl-2,6-dioxo-2,3,6,7-tetrahydro-1H-purin-8-yl]piperazine-1-carboxylic acid tert-butyl ester), FC(C(=O)O)(F)F (trifluoroacetic acid). Conditions: time 30 minute. Product: FC(C(=O)O)(F)F.C(C)OC(CN1C(N(C=2N=C(N(C2C1=O)C1=C(C=CC=C1)OC)N1CCNCC1)C)=O)=O ([7-(2-Methoxyphenyl)-3-methyl-2,6-dioxo-8-(piperazin-1-yl)-2,3,6,7-tetrahydropurin-1-yl]acetic acid ethyl ester trifluoroacetate). As a reaction SMILES: C(OC([N:8]1[CH2:13][CH2:12][N:11]([C:14]2[N:22]([C:23]3[CH:28]=[CH:27][CH:26]=[CH:25][C:24]=3[O:29][CH3:30])[C:21]3[C:20](=[O:31])[N:19]([CH2:32][C:33]([O:35][CH2:36][CH3:37])=[O:34])[C:18](=[O:38])[N:17]([CH3:39])[C:16]=3[N:15]=2)[CH2:10][CH2:9]1)=O)(C)(C)C.[F:40][C:41]([F:46])([F:45])[C:42]([OH:44])=[O:43]>>[F:40][C:41]([F:46])([F:45])[C:42]([OH:44])=[O:43].[CH2:36]([O:35][C:33](=[O:34])[CH2:32][N:19]1[C:20](=[O:31])[C:21]2[N:22]([C:23]3[CH:28]=[CH:27][CH:26]=[CH:25][C:24]=3[O:29][CH3:30])[C:14]([N:11]3[CH2:12][CH2:13][NH:8][CH2:9][CH2:10]3)=[N:15][C:16]=2[N:17]([CH3:39])[C:18]1=[O:38])[CH3:37] |f:2.3|. Procedure details: 4-[7-(2-Methoxyphenyl)-1-(ethoxycarbonylmethyl)-3-methyl-2,6-dioxo-2,3,6,7-tetrahydro-1H-purin-8-yl]piperazine-1-carboxylic acid tert-butyl ester (10 mg) was dissolved in trifluoroacetic acid (0.5 ml), and the reaction mixture was stirred at room temperature for 30 minutes. After the solvent was removed, the residue was purified by reversed phase high performance liquid chromatography to give 4.92 mg of the title compound. The reactants are [Br-], c1ccc(COCCC[P+](c2ccccc2)(c2ccccc2)c2ccccc2)cc1, C1CCOC1, CC(C)(C)OC(=O)N1CCC(C=O)CC1. The product is CC(C)(C)OC(=O)N1CCC(C=CCCOCc2ccccc2)CC1. RXN SMILES: [Br-:1].[CH2:2]([c:3]1[cH:4][cH:5][cH:6][cH:7][cH:8]1)[O:9][CH2:10][CH2:11][CH2:12][P+:13]([c:14]1[cH:15][cH:16][cH:17][cH:18][cH:19]1)([c:20]1[cH:21][cH:22][cH:23][cH:24][cH:25]1)[c:26]1[cH:27][cH:28][cH:29][cH:30][cH:31]1.[CH2:47]1[O:48][CH2:49][CH2:50][CH2:51]1.[CH:32](=[O:33])[CH:34]1[CH2:35][CH2:36][N:37]([C:40](=[O:41])[O:42][C:43]([CH3:44])([CH3:45])[CH3:46])[CH2:38][CH2:39]1>>[CH2:2]([c:3]1[cH:4][cH:5][cH:6][cH:7][cH:8]1)[O:9][CH2:10][CH2:11][CH:12]=[CH:32][CH:34]1[CH2:35][CH2:36][N:37]([C:40](=[O:41])[O:42][C:43]([CH3:44])([CH3:45])[CH3:46])[CH2:38][CH2:39]1. Conditions: temperature 130 celsius, time 1 hour. The reagents and catalysts are [OH-].[Au+3].[OH-].[OH-] (gold (III) hydroxide), SCCC[Si](OC)(OC)OC (mercaptopropyl trimethoxysilane). The reactants are [Al] (aluminum), P(=O)([O-])([O-])[O-].[Al+3] (aluminum phosphate), C1(=CC=CC=C1)[Si](OC)(OC)OC (phenyltrimethoxysilane), C(C)OP(=O)([O-])[O-] (ethylphosphate), O (DI water). Procedure: Example 10 describes the preparation of aluminum phosphate sol containing Au nanoparticles. A solution of aluminum s-butoxide (0.19 gm, 0.77 mmol) in methoxyethanol (0.5 ml) is prepared in a vial. It is stirred for 1 hr after addition of mercaptopropyl trimethoxysilane (0.0013 gm, 0.007 mmol). After adding phenyltrimethoxysilane (0.13 gm, 0.66 mmol) and ethylphosphate (0.14 gm, 0.77 mmol), the solution is stirred for another 1 hr. After wrapping the vial with an aluminum foil, the solution is st... Yields the product CCC(C)[O-].CCC(C)[O-].CCC(C)[O-].[Al+3] (aluminum s-butoxide), residues. Solvent: COC(C)O (methoxyethanol). RXN SMILES: P([O-])([O-])([O-])=[O:2].[Al+3:6].[C:7]1([Si](OC)(OC)OC)[CH:12]=C[CH:10]=[CH:9][CH:8]=1.C([O:22]P([O-])([O-])=O)C.[Al].[OH2:28]>COC(O)C.[OH-].[Au+3].[OH-].[OH-].SCCC[Si](OC)(OC)OC>[CH3:7][CH2:8][CH:9]([O-:22])[CH3:10].[CH3:12][CH2:7][CH:8]([O-:28])[CH3:9].[CH3:7][CH2:8][CH:9]([O-:2])[CH3:10].[Al+3:6] |f:0.1,7.8.9.10,12.13.14.15|. Starting materials: Cl.N12CC3[C@H](C(CC(C1)C3)C2)N ((4r)-1-azatricyclo[3.3.1.13,7]dec-4-ylamine hydrochloride), S1C(=CC=C1)C1=NNC(=C1)C(=O)O (3-(2-thienyl)-1H-pyrazole-5-carboxylic acid), N (NH3). Yields the product Cl.Cl.N12CC3[C@H](C(CC(C1)C3)C2)NC(=O)C2=NNC(=C2)C=2SC=CC2 (5-(Thiophen-2-yl)-1H-pyrazole-3-carboxylic acid(4r)-(1-azatricyclo[3.3.1.13,7]dec-4-yl)-amide dihydrochloride). As a reaction SMILES: [ClH:1].[N:2]12[CH2:11][CH:6]3[CH2:7][CH:8]([CH2:10][CH:4]([C@H:5]3[NH2:12])[CH2:3]1)[CH2:9]2.[S:13]1[CH:17]=[CH:16][CH:15]=[C:14]1[C:18]1[CH:22]=[C:21]([C:23](O)=[O:24])[NH:20][N:19]=1.N>>[ClH:1].[ClH:1].[N:2]12[CH2:11][CH:6]3[CH2:7][CH:8]([CH2:10][CH:4]([C@H:5]3[NH:12][C:23]([C:21]3[CH:22]=[C:18]([C:14]4[S:13][CH:17]=[CH:16][CH:15]=4)[NH:19][N:20]=3)=[O:24])[CH2:3]1)[CH2:9]2 |f:0.1,4.5.6|. Procedure: Prepared from (4r)-1-azatricyclo[3.3.1.13,7]dec-4-ylamine hydrochloride and 3-(2-thienyl)-1H-pyrazole-5-carboxylic acid (Specs) according to methods A and C; yield 34 mg, 0.08 mmol (33%): 1H NMR (300 MHz, methanol-d4) δ 2.09-2.29 (m, 6H), 2.45 (s, 2H), 3.49 (d, J=13 Hz, 2H), 3.56 (s, 2H), 3.83 (d, J=13 Hz, 2H), 4.29 (s, 1H), 7.02 (s, 1H), 7.12 (dd, J=5, 4 Hz, 1H), 7.43 (dd, J=4, 1 Hz, 1H), 7.48 (dd, J=5, 1 Hz, 1H); MS (DCI/NH3) m/z 329 (M+H)+; Anal. C17H20N4OS.2HCl.0.15H2O.0.05C4H8O2: C, H, N.